Dataset: the Open Reaction Database (ORD), a public repository of structured organic reaction records. Task: describe an organic reaction: reactants, conditions, products, and yield The reactants are CC1(C)C(C=C(Cl)Cl)C1C(=O)Cl, OCc1cccc2c1CCc1ccccc1-2, c1ccncc1, c1ccccc1. Product: CC1(C)C(C=C(Cl)Cl)C1C(=O)OCc1cccc2c1CCc1ccccc1-2. Reaction SMILES: [Cl:23][C:24](=[CH:25][CH:26]1[C:27]([CH3:32])([CH3:33])[CH:28]1[C:29](=[O:30])[Cl:31])[Cl:34].[c:1]1([CH2:15][OH:16])[cH:2][cH:3][cH:4][c:5]2[c:14]1[CH2:13][CH2:12][c:11]1[c:6]-2[cH:7][cH:8][cH:9][cH:10]1.[cH:17]1[cH:18][cH:19][n:20][cH:21][cH:22]1.[cH:35]1[cH:36][cH:37][cH:38][cH:39][cH:40]1>>[c:1]1([CH2:15][O:16][C:29]([CH:28]2[CH:26]([CH:25]=[C:24]([Cl:23])[Cl:34])[C:27]2([CH3:32])[CH3:33])=[O:30])[cH:2][cH:3][cH:4][c:5]2[c:14]1[CH2:13][CH2:12][c:11]1[c:6]-2[cH:7][cH:8][cH:9][cH:10]1. Product: CC1(C)COc2cc(C(=O)O)ccc21. The reactants are CO, COC(=O)c1ccc2c(c1)OCC2(C)C, Cl, [Na+], [OH-]. Reaction SMILES: [CH3:19][OH:20].[CH3:1][C:2]1([CH3:15])[CH2:3][O:4][c:5]2[c:6]1[cH:7][cH:8][c:9]([C:11](=[O:12])[O:13][CH3:14])[cH:10]2.[ClH:18].[Na+:17].[OH-:16]>>[CH3:1][C:2]1([CH3:15])[CH2:3][O:4][c:5]2[c:6]1[cH:7][cH:8][c:9]([C:11](=[O:12])[OH:13])[cH:10]2. The reactants are COC1=CC=C(COCC=CCOC(C=[N+]=[N-])=O)C=C1 (diazo-acetic acid 4-(4-methoxy-benzyloxy)-but-2-enyl ester). The reagents and catalysts are dirhodium. Run in ClCCl (dichloromethane), ClCCl (dichloromethane). The product is COC1=CC=C(COC[C@H]2[C@@H]3COC([C@H]23)=O)C=C1 ((1R,5S, 6S) 6-(4-methoxy-benzyloxymethyl)-3-oxa-bicyclo[3.1.0]hexan-2-one). Isolated yield 95.1%. RXN SMILES: [CH3:1][O:2][C:3]1[CH:20]=[CH:19][C:6]([CH2:7][O:8][CH2:9][CH:10]=[CH:11][CH2:12][O:13][C:14](=[O:18])[CH:15]=[N+]=[N-])=[CH:5][CH:4]=1>ClCCl>[CH3:1][O:2][C:3]1[CH:20]=[CH:19][C:6]([CH2:7][O:8][CH2:9][C@@H:10]2[C@@H:15]3[C@H:11]2[CH2:12][O:13][C:14]3=[O:18])=[CH:5][CH:4]=1. Reported procedure: To a solution of 1 g (3.6 mmol) of diazo-acetic acid 4-(4-methoxy-benzyloxy)-but-2-enyl ester in 50 ml dichloromethane under reflux were added within 8 hrs of 25 mg (0.03 mmol) of Rh2 (5S-MEPY)4 (Doyle dirhodium catalyst from Acros, CAS: 132435-65-5) dissolved in 100 ml of dichloromethane. Refluxing for another 20 hrs, evaporation of the solvent and chromatography on silica gel with heptane/AcOEt gave 850 mg (96%, >92% ee) of (1R,5S, 6S) 6-(4-methoxy-benzyloxymethyl)-3-oxa-bicyclo[3.1.0]hexan-2-... The reactants are C(=O)C1=CC=C(OC(C(=O)OCC)C)C=C1 (ethyl 2-(4-formylphenoxy)propionate), C(Cl)Cl (methylene chloride), ClC1=CC(=CC=C1)C(=O)OO (m-chloroperbenzoic acid). The solvent is O (water). Product: OC1=CC=C(OC(C(=O)OCC)C)C=C1 (ethyl 2-(4-hydroxyphenoxy)propionate). Yield: 52.9%. RXN SMILES: C([C:3]1[CH:16]=[CH:15][C:6]([O:7][CH:8]([CH3:14])[C:9]([O:11][CH2:12][CH3:13])=[O:10])=[CH:5][CH:4]=1)=O.C(Cl)Cl.ClC1C=CC=C(C(OO)=[O:28])C=1>O>[OH:28][C:3]1[CH:16]=[CH:15][C:6]([O:7][CH:8]([CH3:14])[C:9]([O:11][CH2:12][CH3:13])=[O:10])=[CH:5][CH:4]=1. Procedure details: A mixture of 2.2 g of ethyl 2-(4-formylphenoxy)propionate, 10 ml of methylene chloride and 2.6 g of m-chloroperbenzoic acid, were reacted for 2 hours under reflux, and after an addition of 0.5 g of water, further refluxed for 1 hour. After cooling, the reaction mixture was washed twice with 20 g of a 5% sodium hydrogen carbonate aqueous solution, then with 10 g of a 5% sodium hydrogen sulfite aqueous solution and further with 10 g of water. The mixture was concentrated by distilling off methylen... Reactants: CCN(CC)CCOc1ccc(NC(C)=O)cc1, [K+], N, O=[N+]([O-])[O-], O=S(=O)(O)O. The product is CCN(CC)CCOc1ccc(NC(C)=O)cc1[N+](=O)[O-]. RXN SMILES: [CH2:6]([CH3:7])[N:8]([CH2:9][CH2:10][O:11][c:12]1[cH:13][cH:14][c:15]([NH:18][C:19]([CH3:20])=[O:21])[cH:16][cH:17]1)[CH2:22][CH3:23].[K+:1].[NH3:24].[O-:2][N+:3]([O-:4])=[O:5].[S:25](=[O:26])(=[O:27])([OH:28])[OH:29]>>[O-:2][N+:3](=[O:5])[c:17]1[c:12]([O:11][CH2:10][CH2:9][N:8]([CH2:6][CH3:7])[CH2:22][CH3:23])[cH:13][cH:14][c:15]([NH:18][C:19]([CH3:20])=[O:21])[cH:16]1. Starting materials: O (Water), [H-].[Na+] (NaH), BrCC(=O)OCC (ethyl bromoacetate), C(C1=CC=CC=C1)(=O)CC#N (benzoylacetonitrile). Run in C1(=CC=CC=C1)C (toluene). Reaction conditions: time 1 hour. Product: C(C)OC(CC(C(C1=CC=CC=C1)=O)C#N)=O (β-Cyano-γ-oxobenzenebutanoic acid ethyl ester). Isolated yield 53.8%. As a reaction SMILES: [H-].[Na+].[C:3]([CH2:11][C:12]#[N:13])(=[O:10])[C:4]1[CH:9]=[CH:8][CH:7]=[CH:6][CH:5]=1.Br[CH2:15][C:16]([O:18][CH2:19][CH3:20])=[O:17].O>C1(C)C=CC=CC=1>[CH2:19]([O:18][C:16](=[O:17])[CH2:15][CH:11]([C:12]#[N:13])[C:3](=[O:10])[C:4]1[CH:9]=[CH:8][CH:7]=[CH:6][CH:5]=1)[CH3:20] |f:0.1|. Procedure: A heptane washed suspension of 7.6 g (0.189 mole) of 60% NaH/mineral oil in 400 ml of anhydrous toluene was treated portion-wise with 25.0 g (0.172 mole) of benzoylacetonitrile under a nitrogen atmosphere. After stirring for 1 hour, 33.0 g (0.189 mole) of ethyl bromoacetate (97%) was added in one portion. The reaction was heated at reflux for 4 hours, then allowed to cool to room temperature and stirred for 20 hours. Water (500 ml) was added, and the toluene layer was extracted with water (500 m... Starting materials: FC1=C(C(=C(C(=C1C1=C(C(=C(C(=C1F)F)F)F)F)F)F)F)F (decafluorobiphenyl), C1(=CC=CC2=CC=CC=C12)O (1-naphthol), C([O-])([O-])=O.[K+].[K+] (potassium carbonate). Run in CC(=O)N(C)C (DMAc). Conditions: temperature 140 celsius, time 2 hour. Yields the product C1(=CC=CC2=CC=CC=C12)OC1=C(C(=C(C(=C1F)F)C1=C(C(=C(C(=C1F)F)OC1=CC=CC2=CC=CC=C12)F)F)F)F (4,4'-bis(1-naphthoxy)octafluorobiphenyl). The yield is 78.8%. As a reaction SMILES: [F:1][C:2]1[C:7]([C:8]2[C:13]([F:14])=[C:12]([F:15])[C:11](F)=[C:10]([F:17])[C:9]=2[F:18])=[C:6]([F:19])[C:5]([F:20])=[C:4](F)[C:3]=1[F:22].[C:23]1([OH:33])[C:32]2[C:27](=[CH:28][CH:29]=[CH:30][CH:31]=2)[CH:26]=[CH:25][CH:24]=1.[C:34](=[O:37])([O-])[O-].[K+].[K+]>CC(N(C)C)=O>[C:23]1([O:33][C:4]2[C:5]([F:20])=[C:6]([F:19])[C:7]([C:8]3[C:9]([F:18])=[C:10]([F:17])[C:11]([O:37][C:34]4[C:2]5[C:7](=[CH:6][CH:5]=[CH:4][CH:3]=5)[CH:8]=[CH:9][CH:10]=4)=[C:12]([F:15])[C:13]=3[F:14])=[C:2]([F:1])[C:3]=2[F:22])[C:32]2[C:27](=[CH:28][CH:29]=[CH:30][CH:31]=2)[CH:26]=[CH:25][CH:24]=1 |f:2.3.4|. Reported procedure: The monomer 4,4'-bis(1-naphthoxy)octafluorobiphenyl (8FNE) was prepared by the following procedure. A 100 mL round bottom flask was charged with decafluorobiphenyl (3.01 g, 0.0090 mole), 1-naphthol (2.60 g, 0.0181 mole), potassium carbonate (2.95 g, 0.0218 mole), and DMAc (40 g). The mixture was heated with stirring at about 140° C. for 2 hr and then cooled to room temperature, filtered, and poured into toluene (100 mL). The toluene solution was washed with 5% sodium hydroxide (50 mL) and then t... Starting materials: OC(CC1OC2=C(CC1)C=CC=C2)C(F)(F)F (2-(2-hydroxy-3,3,3-trifluoropropyl)-3,4-dihydro-2H-1-benzopyran), [N+](=O)([O-])[O-].[Na+] (sodium nitrate), ice water. Solvent: FC(C(=O)O)(F)F (trifluoroacetic acid). Yields the product OC(CC1OC2=C(CC1)C=C(C=C2)[N+](=O)[O-])C(F)(F)F (2-(2-Hydroxy-3,3,3-trifluoropropyl)-6-nitro-3,4-dihydro-2H-1-benzopyran). As a reaction SMILES: [OH:1][CH:2]([C:14]([F:17])([F:16])[F:15])[CH2:3][CH:4]1[CH2:9][CH2:8][C:7]2[CH:10]=[CH:11][CH:12]=[CH:13][C:6]=2[O:5]1.[N+:18]([O-])([O-:20])=[O:19].[Na+]>FC(F)(F)C(O)=O>[OH:1][CH:2]([C:14]([F:17])([F:15])[F:16])[CH2:3][CH:4]1[CH2:9][CH2:8][C:7]2[CH:10]=[C:11]([N+:18]([O-:20])=[O:19])[CH:12]=[CH:13][C:6]=2[O:5]1 |f:1.2|. Procedure: A solution of 8.5 g (35 mmol) of 2-(2-hydroxy-3,3,3-trifluoropropyl)-3,4-dihydro-2H-1-benzopyran in 106 ml of trifluoroacetic acid is treated with 7.4 g (88 mmol) of sodium nitrate at -10° C. The mixture is allowed to react for 45 min, then poured into ice water and the product is extracted with dichloromethane. The organic phase is then dried over sodium sulfate and concentrated under reduced pressure. By chromatography of the residue on a silica column using dichloromethane, 5.0 g of product a... Reaction SMILES: [CH3:17][Re:18](=[O:19])(=[O:20])=[O:21].[Cl:14][CH2:15][Cl:16].[F:1][c:2]1[cH:3][n:4][cH:5][cH:6][c:7]1[C:8]([F:9])([F:10])[F:11].[OH:12][OH:13]>>[F:1][c:2]1[cH:3][n+:4]([O-:12])[cH:5][cH:6][c:7]1[C:8]([F:9])([F:10])[F:11]. Product: [O-][n+]1ccc(C(F)(F)F)c(F)c1. Reactants: C[Re](=O)(=O)=O, ClCCl, Fc1cnccc1C(F)(F)F, OO.